This data is from the Open Reaction Database (ORD), a public repository of structured organic reaction records. The task is: describe an organic reaction: reactants, conditions, products, and yield Starting materials: diazonium salt, FC1=CC=C(N)C=C1 (4-fluoroaniline), N(=O)[O-].[Na+] (sodium nitrite), Cl (hydrochloric acid), COC1=CC=C(C=C1)C=1N=C(NC1C1=CC=C(C=C1)OC)S (4,5-bis(4-methoxyphenyl)-2-mercaptoimidazole), [OH-].[Na+] (sodium hydroxide). The reagents and catalysts are [Cu] (copper). The solvent is CN(C=O)C (dimethylformamide). Conditions: time 3 hour. Yields the product COC1=CC=C(C=C1)C=1N=C(NC1C1=CC=C(C=C1)OC)SC1=CC=C(C=C1)F (4,5-bis(4-methoxyphenyl)-2-(4-fluorophenylthio)imidazole). Yield: 38.0%. RXN SMILES: [F:1][C:2]1[CH:8]=[CH:7][C:5](N)=[CH:4][CH:3]=1.N([O-])=O.[Na+].Cl.[CH3:14][O:15][C:16]1[CH:21]=[CH:20][C:19]([C:22]2[N:23]=[C:24]([SH:35])[NH:25][C:26]=2[C:27]2[CH:32]=[CH:31][C:30]([O:33][CH3:34])=[CH:29][CH:28]=2)=[CH:18][CH:17]=1.[OH-].[Na+]>CN(C)C=O.[Cu]>[CH3:34][O:33][C:30]1[CH:31]=[CH:32][C:27]([C:26]2[N:25]=[C:24]([S:35][C:5]3[CH:7]=[CH:8][C:2]([F:1])=[CH:3][CH:4]=3)[NH:23][C:22]=2[C:19]2[CH:20]=[CH:21][C:16]([O:15][CH3:14])=[CH:17][CH:18]=2)=[CH:28][CH:29]=1 |f:1.2,5.6|. Procedure details: At 0° a diazonium salt solution prepared from 2.5 g of 4-fluoroaniline, 1.58 g of sodium nitrite, and 10 ml of 6N hydrochloric acid is added dropwise to a solution of 6.25 g of 4,5-bis(4-methoxyphenyl)-2-mercaptoimidazole in a mixture of 240 ml of dimethylformamide, 10 ml of 2N sodium hydroxide solution, and 1.45 g of pulverized copper. The solution assumes a reddish brown color under evolution of nitrogen. The mixture is agitated for another 3 hours, the solution is concentrated under vacuum, a...